From a dataset of the Open Reaction Database (ORD), a public repository of structured organic reaction records. describe an organic reaction: reactants, conditions, products, and yield The reactants are O (Water), C=O (Formaldehyde), C(C)(=O)O[BH-](OC(C)=O)OC(C)=O.[Na+] (sodium triacetoxyborohydride), C1(CC1)NC(C1=CC(=C(C(=C1)F)C)C=1C=C2C(=CN(C(C2=CC1)=O)CC1CC1)CN1C[C@@H](NCC1)CO)=O ((R)—N-Cyclopropyl-3-(2-(cyclopropylmethyl)-4-((3-(hydroxymethyl)piperazin-1-yl)methyl)-1-oxo-1,2-dihydroisoquinolin-6-yl)-5-fluoro-4-methylbenzamide). Solvent: ClCCl (dichloromethane). Run at time 4 hour. Yields the product C1(CC1)NC(C1=CC(=C(C(=C1)F)C)C=1C=C2C(=CN(C(C2=CC1)=O)CC1CC1)CN1C[C@@H](N(CC1)C)CO)=O ((R)—N-Cyclopropyl-3-(2-(cyclopropylmethyl)-4-((3-(hydroxymethyl)-4-methylpiperazin-1-yl)methyl)-1-oxo-1,2-dihydroisoquinolin-6-yl)-5-fluoro-4-methylbenzamide). The yield is 85.2%. Reaction SMILES: [CH:1]1([NH:4][C:5](=[O:38])[C:6]2[CH:11]=[C:10]([F:12])[C:9]([CH3:13])=[C:8]([C:14]3[CH:15]=[C:16]4[C:21](=[CH:22][CH:23]=3)[C:20](=[O:24])[N:19]([CH2:25][CH:26]3[CH2:28][CH2:27]3)[CH:18]=[C:17]4[CH2:29][N:30]3[CH2:35][CH2:34][NH:33][C@@H:32]([CH2:36][OH:37])[CH2:31]3)[CH:7]=2)[CH2:3][CH2:2]1.C=O.[C:41](O[BH-](OC(=O)C)OC(=O)C)(=O)C.[Na+].O>ClCCl>[CH:1]1([NH:4][C:5](=[O:38])[C:6]2[CH:11]=[C:10]([F:12])[C:9]([CH3:13])=[C:8]([C:14]3[CH:15]=[C:16]4[C:21](=[CH:22][CH:23]=3)[C:20](=[O:24])[N:19]([CH2:25][CH:26]3[CH2:28][CH2:27]3)[CH:18]=[C:17]4[CH2:29][N:30]3[CH2:35][CH2:34][N:33]([CH3:41])[C@@H:32]([CH2:36][OH:37])[CH2:31]3)[CH:7]=2)[CH2:3][CH2:2]1 |f:2.3|. Reported procedure: The product of Example 85 (80 mg) was dissolved in dichloromethane (10 mL). Formaldehyde (0.057 mL) and sodium triacetoxyborohydride (98 mg) were then added and the mixture stirred for 4 hours. Water (10 mL) was then added and the mixture extracted with dichloromethane (30 mL). The organics were combined and evaporated under reduced pressure. The residue was purified by HPLC to give the title compound as a solid (70 mg). The reactants are C(C)(C)(C)OC(=O)NC(C(=O)O)(CO[Si](C)(C)C(C)(C)C)C (2-(tert-butoxycarbonylamino)-3-(tert-butyldimethylsilyloxy)-2-methylpropanoic acid), C(C)(C)(C)OC(=O)NC(C(=O)O)(CO[Si](C)(C)C(C)(C)C)C (2-(tert-butoxycarbonylamino)-3-(tert-butyldimethylsilyloxy)-2-methylpropanoic acid), CCN(C(C)C)C(C)C (DIPEA), C(CC)P1(OP(OP(O1)(=O)CCC)(=O)CCC)=O (T3P), N[C@@H](C(=O)N1CC2(C(CN(C2=O)C)C2=CC=CC=C2)CCC1)COCC1=CC=CC=C1 (7-((R)-2-amino-3-(benzyloxy)propanoyl)-2-methyl-4-phenyl-2,7-diazaspiro[4.5]decan-1-one), N[C@@H](C(=O)N1CC2(C(CN(C2=O)C)C2=CC=CC=C2)CCC1)COCC1=CC=CC=C1 (7-((R)-2-amino-3-(benzyloxy)propanoyl)-2-methyl-4-phenyl-2,7-diazaspiro[4.5]decan-1-one). Solvent: CN(C)C=O (DMF), CN(C)C=O (DMF), Cl (HCl). Reaction conditions: time 15 minute. Yields the product CC(C(N[C@H](COCC1=CC=CC=C1)C(=O)N1CC2(C(CN(C2=O)C)C2=CC=CC=C2)CCC1)=O)(CO[Si](C(C)(C)C)(C)C)NC(OC(C)(C)C)=O (tert-butyl (4R)-7,10,10,11,11-pentamethyl-4-(2-methyl-1-oxo-4-phenyl-2,7-diazaspiro[4.5]decane-7-carbonyl)-6-oxo-1-phenyl-2,9-dioxa-5-aza-10-siladodecan-7-ylcarbamate). As a reaction SMILES: [C:1]([O:5][C:6]([NH:8][C:9]([CH3:22])([CH2:13][O:14][Si:15]([C:18]([CH3:21])([CH3:20])[CH3:19])([CH3:17])[CH3:16])[C:10]([OH:12])=O)=[O:7])([CH3:4])([CH3:3])[CH3:2].CCN(C(C)C)C(C)C.C(P1(=O)OP(CCC)(=O)OP(CCC)(=O)O1)CC.[NH2:50][C@H:51]([CH2:72][O:73][CH2:74][C:75]1[CH:80]=[CH:79][CH:78]=[CH:77][CH:76]=1)[C:52]([N:54]1[CH2:71][CH2:70][CH2:69][C:56]2([C:60](=[O:61])[N:59]([CH3:62])[CH2:58][CH:57]2[C:63]2[CH:68]=[CH:67][CH:66]=[CH:65][CH:64]=2)[CH2:55]1)=[O:53]>CN(C=O)C.Cl>[CH3:22][C:9]([NH:8][C:6](=[O:7])[O:5][C:1]([CH3:3])([CH3:4])[CH3:2])([CH2:13][O:14][Si:15]([CH3:17])([CH3:16])[C:18]([CH3:20])([CH3:21])[CH3:19])[C:10](=[O:12])[NH:50][C@@H:51]([C:52]([N:54]1[CH2:71][CH2:70][CH2:69][C:56]2([C:60](=[O:61])[N:59]([CH3:62])[CH2:58][CH:57]2[C:63]2[CH:68]=[CH:67][CH:66]=[CH:65][CH:64]=2)[CH2:55]1)=[O:53])[CH2:72][O:73][CH2:74][C:75]1[CH:80]=[CH:79][CH:78]=[CH:77][CH:76]=1. Procedure: A mixture comprising 2-(tert-butoxycarbonylamino)-3-(tert-butyldimethylsilyloxy)-2-methylpropanoic acid (intermediate from step 1) (311 mg, 0.934 mmol) and DIPEA (0.652 ml, 3.73 mmol) in DMF (5 mL) was treated with a solution of ®T3P (50% in EtOAc) (1.090 ml, 1.867 mmol) dropwise at room temperature. The resulting solution was stirred for 15 minutes, then 7-((R)-2-amino-3-(benzyloxy)propanoyl)-2-methyl-4-phenyl-2,7-diazaspiro[4.5]decan-1-one (intermediate from step 3) (500 mg, 0.934 mmol) in DMF... The reactants are O=C(OC)C=1C=NC=C(OC)C1, [Zn].O=S(O)C(F)F. Reagents/catalysts: O=C(O)C(F)(F)F, OOC(C)(C)C. The solvent is O, ClCCl. Conditions: temperature 25 celsius, time 18 hour. Yields the product O=C(OC)C1=CC(OC)=CN=C1C(F)F, O=C(OC)C=1C=NC=C(OC)C1C(F)F, O=C(OC)C1=CN=C(C(OC)=C1)C(F)F. The yield is 20.0%. The reactants are OC=1C=C2C=CC(=CC2=CC1)C=O (6-hydroxy-2-naphthaldehyde), N1CCC(CC1)C(=O)OCC (ethyl piperidine-4-carboxylate), [BH-](OC(=O)C)(OC(=O)C)OC(=O)C.[Na+] (NaBH(OAc)3), CC=1C=CC(=CC1)S(=O)(=O)O (TsOH). Reaction conditions: time 2 hour. Yields the product OC=1C=C2C=CC(=CC2=CC1)CN1CCC(CC1)C(=O)OCC (ethyl 1-((6-hydroxynaphthalen-2-yl)methyl)piperidine-4-carboxylate). Yield: 45.6%. Reaction SMILES: [OH:1][C:2]1[CH:3]=[C:4]2[C:9](=[CH:10][CH:11]=1)[CH:8]=[C:7]([CH:12]=O)[CH:6]=[CH:5]2.[NH:14]1[CH2:19][CH2:18][CH:17]([C:20]([O:22][CH2:23][CH3:24])=[O:21])[CH2:16][CH2:15]1.[BH-](OC(C)=O)(OC(C)=O)OC(C)=O.[Na+].CC1C=CC(S(O)(=O)=O)=CC=1>>[OH:1][C:2]1[CH:3]=[C:4]2[C:9](=[CH:10][CH:11]=1)[CH:8]=[C:7]([CH2:12][N:14]1[CH2:19][CH2:18][CH:17]([C:20]([O:22][CH2:23][CH3:24])=[O:21])[CH2:16][CH2:15]1)[CH:6]=[CH:5]2 |f:2.3|. Procedure details: A mixture of 4 Å molecular sieves, 6-hydroxy-2-naphthaldehyde (1.0 g, 5.81 mmol), ethyl piperidine-4-carboxylate (0.91 g, 5.81 mmol), NaBH(OAc)3 (3.76 g, 17.43 mmol) and TsOH (0.1 g, 0.581 mmol) was stirred at rt for 2 h and then quenched with water (5 mL). The mixture was extracted with DCM (20 mL*2). The combined organics were washed with saturated brine (20 mL*3) and then concentrated. The white precipitates were filtered and dissolved in water (10 mL) and EtOAc (10 mL), NaHCO3 was added to a... Reactants: [N+](=O)([O-])C=1C=C(C=CC1)C=CC(CC)=O (1-(3-nitrophenyl)-1-penten-3-one), C1(CC(CCC1)=O)=O (1,3-cyclohexanedione), C(C)(=O)[O-].[NH4+] (ammonium acetate). Solvent: C(C)O (ethanol). Product: C(C)C=1NC=2CCCC(C2C(C1)C1=CC(=CC=C1)[N+](=O)[O-])=O (2-Ethyl-4-(3-nitrophenyl)-4,6,7,8-tetrahydro-5(1H)-quinolone). Yield: 36.7%. RXN SMILES: [N+:1]([C:4]1[CH:5]=[C:6]([CH:10]=[CH:11][C:12](=O)[CH2:13][CH3:14])[CH:7]=[CH:8][CH:9]=1)([O-:3])=[O:2].[C:16]1(=[O:23])[CH2:21][CH2:20][CH2:19][C:18](=O)[CH2:17]1.C([O-])(=O)C.[NH4+:28]>C(O)C>[CH2:13]([C:12]1[NH:28][C:18]2[CH2:19][CH2:20][CH2:21][C:16](=[O:23])[C:17]=2[CH:10]([C:6]2[CH:7]=[CH:8][CH:9]=[C:4]([N+:1]([O-:3])=[O:2])[CH:5]=2)[CH:11]=1)[CH3:14] |f:2.3|. Procedure details: A mixture of 1-(3-nitrophenyl)-1-penten-3-one (2.42 g), 1,3-cyclohexanedione (1.36 g), ammonium acetate (2.00 g) and ethanol (70 mL) was heated at reflux for 7.5 hours. Removal of solvent, chromatography (ethyl acetate/hexane, 2:1 and methylene chloride/acetonitrile, 9:1), trituration with hot diethyl ether and recrystallization from ethyl acetate provided the title compound (1.29 g) as a yellow solid; mp 182°-184° C.; NMR: 1.03 (t,3, J=7.4, CH3), 1.70-1.95 (m,2, CH2), 2.07 (q,2, J=7.5, CH2), 2.... Starting materials: ClC1=CC=C(C=C1)C(C1=CC=CC=C1)OCCCl (2-[α-(4-chlorophenyl)benzyloxy]ethyl chloride), N1CCNCC1 (piperazine). Product: ClC1=CC=C(C=C1)C(C1=CC=CC=C1)OCCN1CCNCC1 (1-{2-[α-(4-Chlorophenyl)benzyloxy]ethyl}piperazine). The yield is 73.0%. As a reaction SMILES: [Cl:1][C:2]1[CH:7]=[CH:6][C:5]([CH:8]([O:15][CH2:16][CH2:17]Cl)[C:9]2[CH:14]=[CH:13][CH:12]=[CH:11][CH:10]=2)=[CH:4][CH:3]=1.[NH:19]1[CH2:24][CH2:23][NH:22][CH2:21][CH2:20]1>>[Cl:1][C:2]1[CH:7]=[CH:6][C:5]([CH:8]([O:15][CH2:16][CH2:17][N:19]2[CH2:24][CH2:23][NH:22][CH2:21][CH2:20]2)[C:9]2[CH:14]=[CH:13][CH:12]=[CH:11][CH:10]=2)=[CH:4][CH:3]=1. Procedure: Following a procedure similar to that described in Preparation 1, but using 2-[α-(4-chlorophenyl)benzyloxy]ethyl chloride and anhydrous piperazine, the title compound was obtained in a yield of 73%. The reactants are C1CCOC1, CCN(C(C)C)C(C)C, O=C(Cl)Cl, Cl, O=C1c2ccc(F)cc2NC2CCCC12, [H-], [Na+], OCc1ccccc1. The product is O=C1c2ccc(F)cc2N(C(=O)OCc2ccccc2)C2CCCC12. RXN SMILES: [CH2:40]1[O:41][CH2:42][CH2:43][CH2:44]1.[CH:20]([N:21]([CH:22]([CH3:23])[CH3:24])[CH2:25][CH3:26])([CH3:27])[CH3:28].[Cl:1][C:2]([Cl:3])=[O:4].[ClH:39].[F:5][c:6]1[cH:7][cH:8][c:9]2[c:14]([cH:15]1)[NH:13][CH:12]1[CH:11]([C:10]2=[O:19])[CH2:18][CH2:17][CH2:16]1.[H-:37].[Na+:38].[OH:29][CH2:30][c:31]1[cH:32][cH:33][cH:34][cH:35][cH:36]1>>[C:2](=[O:4])([N:13]1[CH:12]2[CH:11]([C:10](=[O:19])[c:9]3[cH:8][cH:7][c:6]([F:5])[cH:15][c:14]31)[CH2:18][CH2:17][CH2:16]2)[O:29][CH2:30][c:31]1[cH:32][cH:33][cH:34][cH:35][cH:36]1. Starting materials: C1(CCCC1)N1N=C(C2=CC=CC(=C12)F)C1=CC=C(C=C1)O (4-(1-cyclopentyl-7-fluoro-1H-indazol-3-yl)phenol), CC(CC(=O)Cl)(C)C (3,3-dimethylbutanoyl chloride), C(C)(C)N(C(C)C)CC (N,N-diisopropylethylamine). Product: CC(CC(=O)OC1=CC=C(C=C1)C1=NN(C2=C(C=CC=C12)F)C1CCCC1)(C)C (4-(1-cyclopentyl-7-fluoro-1H-indazol-3-yl)phenyl 3,3-dimethylbutanoate). Yield: 88.0%. As a reaction SMILES: [CH:1]1([N:6]2[C:14]3[C:9](=[CH:10][CH:11]=[CH:12][C:13]=3[F:15])[C:8]([C:16]3[CH:21]=[CH:20][C:19]([OH:22])=[CH:18][CH:17]=3)=[N:7]2)[CH2:5][CH2:4][CH2:3][CH2:2]1.[CH3:23][C:24]([CH3:30])([CH3:29])[CH2:25][C:26](Cl)=[O:27].C(N(CC)C(C)C)(C)C>>[CH3:23][C:24]([CH3:30])([CH3:29])[CH2:25][C:26]([O:22][C:19]1[CH:18]=[CH:17][C:16]([C:8]2[C:9]3[C:14](=[C:13]([F:15])[CH:12]=[CH:11][CH:10]=3)[N:6]([CH:1]3[CH2:5][CH2:4][CH2:3][CH2:2]3)[N:7]=2)=[CH:21][CH:20]=1)=[O:27]. Procedure details: Prepared according to Method E from 4-(1-cyclopentyl-7-fluoro-1H-indazol-3-yl)phenol (0.30 g, 1.0 mmol), 3,3-dimethylbutanoyl chloride (0.167 mL, 1.2 mmol) and N,N-diisopropylethylamine (0.21 mL, 1.2 mmol) to give 0.347 g of the title compound as a white solid, mp 74–75° C.; Starting materials: 1E, BrC1=C2C(C(N(C2=CC=C1)CCCCC)=O)C1=CC2=C(OCO2)C=C1O (4-bromo-3-(6-hydroxy-1,3-benzodioxol-5-yl)-1-pentyl-1,3-dihydro-2H-indol-2-one), BrC1=CC(=C(C=C1)C1C(N(C2=CC=CC=C12)CCCCC)=O)O (3-(4-bromo-2-hydroxyphenyl)-1-pentyl-1,3-dihydro-2H-indol-2-one). Product: BrC1=CC(=C(C=C1)C1(C(N(C2=CC=CC=C12)CCCCC)=O)CO)O (3-(4-bromo-2-hydroxyphenyl)-3-(hydroxymethyl)-1-pentyl-1,3-dihydro-2H-indol-2-one). Reaction SMILES: BrC1C=CC=C2C=1C(C1C(O)=CC3OCOC=3C=1)[C:5](=[O:16])N2CCCCC.[Br:27][C:28]1[CH:33]=[CH:32][C:31]([CH:34]2[C:42]3[C:37](=[CH:38][CH:39]=[CH:40][CH:41]=3)[N:36]([CH2:43][CH2:44][CH2:45][CH2:46][CH3:47])[C:35]2=[O:48])=[C:30]([OH:49])[CH:29]=1>>[Br:27][C:28]1[CH:33]=[CH:32][C:31]([C:34]2([CH2:5][OH:16])[C:42]3[C:37](=[CH:38][CH:39]=[CH:40][CH:41]=3)[N:36]([CH2:43][CH2:44][CH2:45][CH2:46][CH3:47])[C:35]2=[O:48])=[C:30]([OH:49])[CH:29]=1. Reported procedure: Following the procedure as described in PREPARATION 1E, and making non-critical variations to replace 4-bromo-3-(6-hydroxy-1,3-benzodioxol-5-yl)-1-pentyl-1,3-dihydro-2H-indol-2-one with 3-(4-bromo-2-hydroxyphenyl)-1-pentyl-1,3-dihydro-2H-indol-2-one, the title compound was obtained: Rf=0.5 (EtOAc/Hexanes, ¼).